From a dataset of the Open Reaction Database (ORD), a public repository of structured organic reaction records. describe an organic reaction: reactants, conditions, products, and yield The reactants are ClC=1C=C(C=CC1Cl)C(=CCC(=O)O)C1=CC=CC=C1 (4-(3,4-dichlorophenyl)-4-phenylbut-3-enoic acid), [H][H] (hydrogen). The reagents and catalysts are [Pd] (Pd/C). Run in C(C)(=O)OCC (ethyl acetate). Product: ClC=1C=C(C=CC1Cl)C(CCC(=O)O)C1=CC=CC=C1 (4-(3,4-Dichlorophenyl)-4-phenylbutanoic Acid). Yield: 100.0%. Reaction SMILES: [Cl:1][C:2]1[CH:3]=[C:4]([C:9]([C:15]2[CH:20]=[CH:19][CH:18]=[CH:17][CH:16]=2)=[CH:10][CH2:11][C:12]([OH:14])=[O:13])[CH:5]=[CH:6][C:7]=1[Cl:8].[H][H]>C(OCC)(=O)C.[Pd]>[Cl:1][C:2]1[CH:3]=[C:4]([CH:9]([C:15]2[CH:16]=[CH:17][CH:18]=[CH:19][CH:20]=2)[CH2:10][CH2:11][C:12]([OH:14])=[O:13])[CH:5]=[CH:6][C:7]=1[Cl:8]. Procedure: A solution of 4-(3,4-dichlorophenyl)-4-phenylbut-3-enoic acid (223 g., 0.73 mole) in ethyl acetate (2 l.) was hydrogenated over 8 grams of 5% Pd/C catalyst at atmospheric pressure and room temperature until hydrogen uptake ceased (about 24 hours). The catalyst was separated by filtration and the filtrate evaporated under vacuum to a light brown oil containing traces of solvent (ca. 100% yield). An analytical sample of the named compound was crystallized from hexane (m.p. 118°-120° C., elemental ... The reactants are [O-]P(=O)([O-])[O-].[K+].[K+].[K+] (K3PO4), ClC1=NC=C(C(=N1)NC(CC(=O)OCC)C1(CCCC1)C)F (racemic ethyl 3-[(2-chloro-5-fluoro-pyrimidin-4-yl)amino]-3-(1-methylcyclopentyl)propanoate), ClC1=NC=C(C(=N1)NC(CC(=O)OCC)C1(CCCC1)C)F ((+/−)-ethyl 3-(2-chloro-5-fluoropyrimidin-4-ylamino)-3-(1-methylcyclopentyl)propanoate), FC=1C=C2C(=NC1)N(N=C2B2OC(C(O2)(C)C)(C)C)C(C2=CC=CC=C2)(C2=CC=CC=C2)C2=CC=CC=C2 (5-fluoro-3-(4,4,5,5-tetramethyl-1,3,2-dioxaborolan-2-yl)-1-trityl-pyrazolo[3,4-b]pyridine), FC=1C=C2C(=NC1)N(N=C2B2OC(C(O2)(C)C)(C)C)C(C2=CC=CC=C2)(C2=CC=CC=C2)C2=CC=CC=C2 (5-fluoro-3-(4,4,5,5-tetramethyl-1,3,2-dioxaborolan-2-yl)-1-trityl-1H-pyrazolo[3,4-b]pyridine), CC(C)C1=CC(=C(C(=C1)C(C)C)C2=C(C=CC=C2)P(C3CCCCC3)C4CCCCC4)C(C)C (X-phos). Reagents/catalysts: C=1C=CC(=CC1)/C=C/C(=O)/C=C/C2=CC=CC=C2.C=1C=CC(=CC1)/C=C/C(=O)/C=C/C2=CC=CC=C2.C=1C=CC(=CC1)/C=C/C(=O)/C=C/C2=CC=CC=C2.[Pd].[Pd] (Pd2(dba)3). The solvent is 2-Methyl THF, O (H2O). Conditions: temperature 135 celsius, time 1 hour. Yields the product FC=1C(=NC(=NC1)C1=NN(C2=NC=C(C=C21)F)C(C2=CC=CC=C2)(C2=CC=CC=C2)C2=CC=CC=C2)NC(CC(=O)OCC)C2(CCCC2)C ((+/−)-ethyl 3-(5-fluoro-2-(5-fluoro-1-trityl-1H-pyrazolo[3,4-b]pyridin-3-yl)pyrimidin-4-ylamino)-3-(1-methylcyclopentyl)propanoate). Reaction SMILES: [O-]P([O-])([O-])=O.[K+].[K+].[K+].Cl[C:10]1[N:15]=[C:14]([NH:16][CH:17]([C:24]2([CH3:29])[CH2:28][CH2:27][CH2:26][CH2:25]2)[CH2:18][C:19]([O:21][CH2:22][CH3:23])=[O:20])[C:13]([F:30])=[CH:12][N:11]=1.[F:31][C:32]1[CH:33]=[C:34]2[C:40](B3OC(C)(C)C(C)(C)O3)=[N:39][N:38]([C:50]([C:63]3[CH:68]=[CH:67][CH:66]=[CH:65][CH:64]=3)([C:57]3[CH:62]=[CH:61][CH:60]=[CH:59][CH:58]=3)[C:51]3[CH:56]=[CH:55][CH:54]=[CH:53][CH:52]=3)[C:35]2=[N:36][CH:37]=1.CC(C1C=C(C(C)C)C(C2C=CC=CC=2P(C2CCCCC2)C2CCCCC2)=C(C(C)C)C=1)C>O.C1C=CC(/C=C/C(/C=C/C2C=CC=CC=2)=O)=CC=1.C1C=CC(/C=C/C(/C=C/C2C=CC=CC=2)=O)=CC=1.C1C=CC(/C=C/C(/C=C/C2C=CC=CC=2)=O)=CC=1.[Pd].[Pd]>[F:30][C:13]1[C:14]([NH:16][CH:17]([C:24]2([CH3:29])[CH2:28][CH2:27][CH2:26][CH2:25]2)[CH2:18][C:19]([O:21][CH2:22][CH3:23])=[O:20])=[N:15][C:10]([C:40]2[C:34]3[C:35](=[N:36][CH:37]=[C:32]([F:31])[CH:33]=3)[N:38]([C:50]([C:51]3[CH:52]=[CH:53][CH:54]=[CH:55][CH:56]=3)([C:57]3[CH:58]=[CH:59][CH:60]=[CH:61][CH:62]=3)[C:63]3[CH:68]=[CH:67][CH:66]=[CH:65][CH:64]=3)[N:39]=2)=[N:11][CH:12]=1 |f:0.1.2.3,8.9.10.11.12|. Procedure: A solution of K3PO4 (0.464 g, 2.183 mmol), racemic ethyl 3-[(2-chloro-5-fluoro-pyrimidin-4-yl)amino]-3-(1-methylcyclopentyl)propanoate, 147a, (0.180 g, 0.546 mmol) and 5-fluoro-3-(4,4,5,5-tetramethyl-1,3,2-dioxaborolan-2-yl)-1-trityl-pyrazolo[3,4-b]pyridine, 135a, (303.4 mg, 0.6004 mmol) in 2-Methyl THF (3.240 mL) and H2O (0.360 mL) was degassed under a stream of nitrogen for 30 minutes. To this mixture was added X-phos (0.031 g, 0.066 mmol) and Pd2(dba)3 (0.013 g, 0.014 mmol). The reaction mixt... Reactants: C-6. 6-Methyl-5-(n-propanoyl)-2(1H)-pyridinone, C(C)(=O)C=1C=CC(NC1CC)=O (5-Acetyl-6-ethyl-2(1H)-pyridinone), CC(CC(CC)=O)=O (2,4-hexanedione), [OH-].[NH4+] (ammonium hydroxide). Solvent: C(C)O (ethanol). Run at time 8 hour. Yields the product CC1=C(C=CC(N1)=O)C(CC)=O (6-methyl-5-(n-propanoyl)-2(1H)-pyridinone). Reaction SMILES: [C:1]([C:4]1[CH:5]=[CH:6][C:7](=[O:12])[NH:8][C:9]=1[CH2:10]C)(=[O:3])[CH3:2].[CH3:13]C(=O)CC(=O)CC.[OH-].[NH4+]>C(O)C>[CH3:10][C:9]1[NH:8][C:7](=[O:12])[CH:6]=[CH:5][C:4]=1[C:1](=[O:3])[CH2:2][CH3:13] |f:2.3|. Procedure details: C-6. 6-Methyl-5-(n-propanoyl)-2(1H)-pyridinone (and 5-Acetyl-6-ethyl-2(1H)-pyridinone)--A mixture containing 50 g of 2,4-hexanedione, 100 ml of ethanol and 50 ml of concentrated aqueous ammonium hydroxide was allowed to stand at room temperature overnight and then concentrated on a rotary evaporator at 50°-60° C. to a constant weight of 48.8 g, a pale yellow oil that solidified on standing at room temperature. The nmr spectrum of this solid in CDCl3 indicated it to be a mixture of 5-amino-4-hexe... The reactants are B(Br)(Br)Br (boron tribromide), C(CCCCC)OC1=C(C=C(C(=C1)C1=NN=C(O1)C1=CC(=CC=C1)OC1=CC=C(C=C1)[N+](=O)[O-])OCCCCCC)C1=NN=C(O1)C1=CC(=CC=C1)OC1=CC=C(C=C1)[N+](=O)[O-] (5,5′-(2,5-bis(hexyloxy)-1,4-phenylene)bis(2-(3-(4-nitrophenoxy)phenyl)-1,3,4-oxadiazole)). Run in ClCCl (dichloromethane). The product is [N+](=O)([O-])C1=CC=C(OC=2C=C(C=CC2)C2=NN=C(O2)C2=C(C=C(C(=C2)O)C=2OC(=NN2)C2=CC(=CC=C2)OC2=CC=C(C=C2)[N+](=O)[O-])O)C=C1 (2,5-bis(5-(3-(4-nitrophenoxy)phenyl)-1,3,4-oxadiazole-2-yl)benzene-1,4-diol). Isolated yield 16.5%. As a reaction SMILES: C([O:7][C:8]1[CH:13]=[C:12]([C:14]2[O:18][C:17]([C:19]3[CH:24]=[CH:23][CH:22]=[C:21]([O:25][C:26]4[CH:31]=[CH:30][C:29]([N+:32]([O-:34])=[O:33])=[CH:28][CH:27]=4)[CH:20]=3)=[N:16][N:15]=2)[C:11]([O:35]CCCCCC)=[CH:10][C:9]=1[C:42]1[O:46][C:45]([C:47]2[CH:52]=[CH:51][CH:50]=[C:49]([O:53][C:54]3[CH:59]=[CH:58][C:57]([N+:60]([O-:62])=[O:61])=[CH:56][CH:55]=3)[CH:48]=2)=[N:44][N:43]=1)CCCCC.B(Br)(Br)Br>ClCCl>[N+:60]([C:57]1[CH:56]=[CH:55][C:54]([O:53][C:49]2[CH:48]=[C:47]([C:45]3[O:46][C:42]([C:9]4[CH:10]=[C:11]([OH:35])[C:12]([C:14]5[O:18][C:17]([C:19]6[CH:24]=[CH:23][CH:22]=[C:21]([O:25][C:26]7[CH:31]=[CH:30][C:29]([N+:32]([O-:34])=[O:33])=[CH:28][CH:27]=7)[CH:20]=6)=[N:16][N:15]=5)=[CH:13][C:8]=4[OH:7])=[N:43][N:44]=3)[CH:52]=[CH:51][CH:50]=2)=[CH:59][CH:58]=1)([O-:62])=[O:61]. Procedure details: 3.04 g of 5,5′-(2,5-bis(hexyloxy)-1,4-phenylene)bis(2-(3-(4-nitrophenoxy)phenyl)-1,3,4-oxadiazole) (3.6 mmol) prepared in Synthesis Example 9 was dissolved in 120 ml of dichloromethane at −78□, and 3.5 ml of boron tribromide (35.6 mmol) was added thereto, followed by slowly raising the temperature to 0□. Thereafter, the reaction was quenched by addition of methanol, followed by adding excess water. The resultant solution was neutralized with dichloromethane, filtered, and performing silica gel c...